describe an organic reaction: reactants, conditions, products, and yield From a dataset of the Open Reaction Database (ORD), a public repository of structured organic reaction records. The reactants are C(C1=CC=CC=C1)N(O)CC1=CC=CC=C1 (dibenzylhydroxylamine), CC(C)([O-])C.[K+] (potassium-tert-butoxide), C(C)(C)(C)NC(C=C)=O (N-tert-butylacrylamide). Solvent: O1CCCC1 (tetrahydrofuran). Product: C(C)(C)(C)NC(CCON(CC1=CC=CC=C1)CC1=CC=CC=C1)=O (N-tert-butyl-[3-(N,N-dibenzylaminoxy)-propionamide]). Reaction SMILES: [CH2:1]([N:8]([CH2:10][C:11]1[CH:16]=[CH:15][CH:14]=[CH:13][CH:12]=1)[OH:9])[C:2]1[CH:7]=[CH:6][CH:5]=[CH:4][CH:3]=1.CC(C)([O-])C.[K+].[C:23]([NH:27][C:28](=[O:31])[CH:29]=[CH2:30])([CH3:26])([CH3:25])[CH3:24]>O1CCCC1>[C:23]([NH:27][C:28](=[O:31])[CH2:29][CH2:30][O:9][N:8]([CH2:1][C:2]1[CH:3]=[CH:4][CH:5]=[CH:6][CH:7]=1)[CH2:10][C:11]1[CH:16]=[CH:15][CH:14]=[CH:13][CH:12]=1)([CH3:26])([CH3:25])[CH3:24] |f:1.2|. Procedure: A solution of 21.33 g of dibenzylhydroxylamine in 100 ml of dry tetrahydrofuran is admixed with 1.12 g of potassium-tert-butoxide followed by 12.70 g of N-tert-butylacrylamide. The solution is heated under reflux for 24 hours under N2. The crude reaction mixture is concentrated under reduced pressure and the residue is partitioned between water and methylene chloride. The organic layer is washed with water, brine dried (MgSO4) and evaporated under reduced pressure. Purification by liquid chromat... The reactants are [H-].[Al+3].[Li+].[H-].[H-].[H-] (Lithium aluminium hydride), C1CC2=CC=CC=3C(NC4=C(N1C32)C=CC=C4)CNC=O (N-[1,2,6,7-tetrahydrobenzo[b]pyrrolo[3,2,1-jk][1,4]benzodiazepine-6-ylmethyl]-formamide). Run in O1CCCC1 (tetrahydrofuran). Reaction conditions: time 8 hour. Yields the product CNCC1NC2=C(N3C4=C1C=CC=C4CC3)C=CC=C2 (N-Methyl-1,2,6,7-tetrahydrobenzo[b]pyrrolo[3,2,1-jk][1,4]-benzodiazepine-6-methanamine). Isolated yield 100.2%. RXN SMILES: [H-].[Al+3].[Li+].[H-].[H-].[H-].[CH2:7]1[N:18]2[C:19]3[C:9](=[CH:10][CH:11]=[CH:12][C:13]=3[CH:14]([CH2:24][NH:25][CH:26]=O)[NH:15][C:16]3[CH:23]=[CH:22][CH:21]=[CH:20][C:17]=32)[CH2:8]1>O1CCCC1>[CH3:26][NH:25][CH2:24][CH:14]1[C:13]2[CH:12]=[CH:11][CH:10]=[C:9]3[CH2:8][CH2:7][N:18]([C:19]=23)[C:17]2[CH:20]=[CH:21][CH:22]=[CH:23][C:16]=2[NH:15]1 |f:0.1.2.3.4.5|. Procedure: Lithium aluminium hydride (5.6 g) was charged to a solution of N-[1,2,6,7-tetrahydrobenzo[b]pyrrolo[3,2,1-jk][1,4]benzodiazepine-6-ylmethyl]-formamide (10.3 g) in tetrahydrofuran (300 ml) at 0° C. under nitrogen in two portions (two hours apart). The mixture was stirred at room temperature overnight. The excess lithium aluminum hydride was destroyed carefully with water (6 ml) and sodium hydroxide (6 ml) at 0° C. The mixture was stirred with an additional 18 ml of water for 1 hour. The aluminium...